describe an organic reaction: reactants, conditions, products, and yield From a dataset of the Open Reaction Database (ORD), a public repository of structured organic reaction records. Starting materials: [Cl-], Nc1ccc(Cl)c(Cl)c1Cl, Cl, O=N[O-], [Na+], O. Yields the product NNc1ccc(Cl)c(Cl)c1Cl. As a reaction SMILES: [Cl-:15].[Cl:1][c:2]1[c:3]([NH2:4])[cH:5][cH:6][c:7]([Cl:10])[c:8]1[Cl:9].[ClH:17].[N:11]([O-:12])=[O:13].[Na+:14].[OH2:16]>>[Cl:1][c:2]1[c:3]([NH:4][NH2:11])[cH:5][cH:6][c:7]([Cl:10])[c:8]1[Cl:9]. Starting materials: BrC=1C=CC(=C(CC2CN(C2)C(C(F)(F)F)=O)C1)OCC=1OC(=CC1)C(F)(F)F (1-{3-[5-bromo-2-(5-trifluoromethyl-furan-2-ylmethoxy)-benzyl]-azetidin-1-yl}-2,2,2-trifluoro-ethanone), C(=O)([O-])[O-].[K+].[K+] (K2CO3). Solvent: CO (methanol). Conditions: time 1 hour. Product: BrC=1C=CC(=C(CC2CNC2)C1)OCC=1OC(=CC1)C(F)(F)F (3-[5-Bromo-2-(5-trifluoromethyl-furan-2-ylmethoxy)-benzyl]-azetidine). The yield is 80.1%. RXN SMILES: [Br:1][C:2]1[CH:3]=[CH:4][C:5]([O:19][CH2:20][C:21]2[O:22][C:23]([C:26]([F:29])([F:28])[F:27])=[CH:24][CH:25]=2)=[C:6]([CH:18]=1)[CH2:7][CH:8]1[CH2:11][N:10](C(=O)C(F)(F)F)[CH2:9]1.C([O-])([O-])=O.[K+].[K+]>CO>[Br:1][C:2]1[CH:3]=[CH:4][C:5]([O:19][CH2:20][C:21]2[O:22][C:23]([C:26]([F:28])([F:27])[F:29])=[CH:24][CH:25]=2)=[C:6]([CH:18]=1)[CH2:7][CH:8]1[CH2:11][NH:10][CH2:9]1 |f:1.2.3|. Procedure: To a solution of 1-{3-[5-bromo-2-(5-trifluoromethyl-furan-2-ylmethoxy)-benzyl]-azetidin-1-yl}-2,2,2-trifluoro-ethanone (76 mg, 0.16 mmol) in methanol (10 mL) was added K2CO3 (94 mg, 0.70 mmol). After 1 h, TLC analysis indicated complete consumption of the starting material. Brine and EtOAc were added to the reaction mixture and the aqueous portion was extracted with EtOAc (3×). The combined organic layers were dried. The crude product was purified by RP HPLC (basic conditions) to provide the tit... Reactants: COC=1C=C2C(=NC=NC2=CC1OC)N1CCN(CC1)C(=O)NC1=CC=C(C=C1)[N+](=O)[O-] (4-(6,7-dimethoxy-4-quinazolinyl)-N-(4-nitrophenyl)-1-piperazinecarboxamide), [H][H] (hydrogen). Reagents/catalysts: [C].[Pd] (palladium-carbon). Run in O (water), C(C)O (ethanol), C(C)O (ethanol). Product: NC1=CC=C(C=C1)NC(=O)N1CCN(CC1)C1=NC=NC2=CC(=C(C=C12)OC)OC (N-(4-Aminophenyl)-4-(6,7-dimethoxy-4-quinazolinyl)-1-piperazinecarboxamide). The yield is 29.0%. As a reaction SMILES: [CH3:1][O:2][C:3]1[CH:4]=[C:5]2[C:10](=[CH:11][C:12]=1[O:13][CH3:14])[N:9]=[CH:8][N:7]=[C:6]2[N:15]1[CH2:20][CH2:19][N:18]([C:21]([NH:23][C:24]2[CH:29]=[CH:28][C:27]([N+:30]([O-])=O)=[CH:26][CH:25]=2)=[O:22])[CH2:17][CH2:16]1.[H][H]>C(O)C.O.[C].[Pd]>[NH2:30][C:27]1[CH:28]=[CH:29][C:24]([NH:23][C:21]([N:18]2[CH2:17][CH2:16][N:15]([C:6]3[C:5]4[C:10](=[CH:11][C:12]([O:13][CH3:14])=[C:3]([O:2][CH3:1])[CH:4]=4)[N:9]=[CH:8][N:7]=3)[CH2:20][CH2:19]2)=[O:22])=[CH:25][CH:26]=1 |f:4.5|. Reported procedure: In 50 ml of ethanol was suspended 1.5 g (3.7 mmol) of 4-(6,7-dimethoxy-4-quinazolinyl)-N-(4-nitrophenyl)-1-piperazinecarboxamide obtained in Example 77, and a suspension of 500 mg of 10% palladium-carbon in 10 ml of water and 10 ml of ethanol was added thereto, followed by stirring in a stream of hydrogen at room temperature for 5 hours. After the catalyst was separated by filtration using Celite, the solvent was evaporated. Then, the residue was purified by silica gel chromatography and recryst... Reactants: [Cl-].[NH4+] (ammonium chloride), OC1OC=C([C@@H]2[C@H]1[C@@H](CC2)C)C(=O)OC (Methyl (4aS, 7R, 7aR)-1, 4a, 5, 6, 7, 7a-hexahydro-1-hydroxy-7-methylcyclopenta[c]pyran-4-carboxylate), B.[Na] (sodium boron hydride), CO (methanol). The solvent is O1CCCC1 (tetrahydrofuran). Conditions: temperature 80 celsius, time 5 hour. The product is OC[C@H]1[C@H](CC[C@@H]1C)CCO (2-[(1R, 2R, 3S)-2-(hydroxymethyl)-3-methylcyclopent-1-yl]ethan-1-ol). Isolated yield 76.3%. Reaction SMILES: [OH:1][CH:2]1[C@@H:7]2[C@H:8]([CH3:11])[CH2:9][CH2:10][C@@H:6]2[C:5](C(OC)=O)=[CH:4][O:3]1.B.[Na].CO.[Cl-].[NH4+]>O1CCCC1>[OH:1][CH2:2][C@@H:7]1[C@@H:8]([CH3:11])[CH2:9][CH2:10][C@@H:6]1[CH2:5][CH2:4][OH:3] |f:1.2,4.5,^1:16|. Reported procedure: Methyl (4aS, 7R, 7aR)-1, 4a, 5, 6, 7, 7a-hexahydro-1-hydroxy-7-methylcyclopenta[c]pyran-4-carboxylate (300 mg, 0.0014 mol) and sodium boron hydride (270 mg, 0.007 mol) were dissolved in 8 ml of tetrahydrofuran, and while the reaction mixture was refluxed at 80° C., 1.5 ml of methanol was added dropwise in the course of 1 hour. The reaction mixture was stirred at the same temperature for 5 hours, and 10 ml of a saturated ammonium chloride solution wad added. The reaction mixture was once concentr... Reactants: solution, [BH4-].[Li+] (lithium borohydride), [OH-].[Na+] (sodium hydroxide), [Br-].C(C1=CC=CC=C1)[N+]=1N=C(N(C1[C@H](C)OC)NC(C(OC)OC)C1=CC=CC=C1)[C@H](C)OC (1-benzyl-4-(1-phenyl-2,2-dimethoxyethylamino)-(S,S)-3,5-bis(1-methoxyethyl)-1,2,4-triazolium bromide). Run in O1CCCC1 (THF), O1CCCC1 (tetrahydrofuran). Reaction conditions: time 3 hour. Product: C1(=CC=CC=C1)C(C(OC)OC)N (1-Phenyl-2,2-dimethoxyethylamine). Yield: 30.0%. As a reaction SMILES: [Br-].C([N+]1N=C([C@@H](OC)C)N([NH:18][CH:19]([C:25]2[CH:30]=[CH:29][CH:28]=[CH:27][CH:26]=2)[CH:20]([O:23][CH3:24])[O:21][CH3:22])C=1[C@@H](OC)C)C1C=CC=CC=1.[BH4-].[Li+].[OH-].[Na+]>O1CCCC1>[C:25]1([CH:19]([NH2:18])[CH:20]([O:23][CH3:24])[O:21][CH3:22])[CH:30]=[CH:29][CH:28]=[CH:27][CH:26]=1 |f:0.1,2.3,4.5|. Reported procedure: 6 ml of tetrahydrofuran (THF) and 3.5 mmol of 1-benzyl-4-(1-phenyl-2,2-dimethoxyethylamino)-(S,S)-3,5-bis(1-methoxyethyl)-1,2,4-triazolium bromide are introduced into a 100 ml round-bottomed flask equipped with a reflux condenser and a magnetic stirrer and then 1.75 ml of a 2 mol/l solution of lithium borohydride in THF are added at ambient temperature over a period of 1 to 2 h approximately. The reaction medium is subsequently left stirring at ambient temperature for 3 h and then brought to ref...